This data is from the Open Reaction Database (ORD), a public repository of structured organic reaction records. The task is: describe an organic reaction: reactants, conditions, products, and yield Starting materials: CI, CN(C)C=O, [H-], [H][H], [Na+], O=C(Nc1ccccn1)C1=C(O)c2ccccc2S(=O)(=O)N1. The product is CN1C(C(=O)Nc2ccccn2)=C(O)c2ccccc2S1(=O)=O. RXN SMILES: [CH3:27][I:28].[CH3:29][N:30]([CH3:31])[CH:32]=[O:33].[H-:1].[H:25][H:26].[Na+:2].[OH:3][C:4]1=[C:5]([C:16](=[O:17])[NH:18][c:19]2[n:20][cH:21][cH:22][cH:23][cH:24]2)[NH:6][S:7](=[O:14])(=[O:15])[c:8]2[c:9]1[cH:10][cH:11][cH:12][cH:13]2>>[OH:3][C:4]1=[C:5]([C:16](=[O:17])[NH:18][c:19]2[n:20][cH:21][cH:22][cH:23][cH:24]2)[N:6]([CH3:27])[S:7](=[O:14])(=[O:15])[c:8]2[c:9]1[cH:10][cH:11][cH:12][cH:13]2. Reactants: [N+](=O)([O-])C=1C=C(NC1)C(=O)OCC (ethyl 4-nitro-1H-pyrrole-2-carboxylate), O (Water), [H-].[Na+] (sodium hydride), C(C1=CC=CC=C1)Br (Benzylbromide). Run in CN(C=O)C (N,N-dimethylformamide). Conditions: time 30 minute. The product is C(C1=CC=CC=C1)N1C(=CC(=C1)[N+](=O)[O-])C(=O)OCC (ethyl 1-benzyl-4-nitro-1H-pyrrole-2-carboxylate). Yield: 97.0%. RXN SMILES: [N+:1]([C:4]1[CH:5]=[C:6]([C:9]([O:11][CH2:12][CH3:13])=[O:10])[NH:7][CH:8]=1)([O-:3])=[O:2].[H-].[Na+].[CH2:16](Br)[C:17]1[CH:22]=[CH:21][CH:20]=[CH:19][CH:18]=1.O>CN(C)C=O>[CH2:16]([N:7]1[CH:8]=[C:4]([N+:1]([O-:3])=[O:2])[CH:5]=[C:6]1[C:9]([O:11][CH2:12][CH3:13])=[O:10])[C:17]1[CH:22]=[CH:21][CH:20]=[CH:19][CH:18]=1 |f:1.2|. Procedure: To a solution of ethyl 4-nitro-1H-pyrrole-2-carboxylate (10 g) in N,N-dimethylformamide (100 mL) was slowly added sodium hydride (60%, oily, 2.4 g) at 0° C., and the mixture was stirred at room temperature for 30 min. Benzylbromide (8.0 mL) was slowly added to the reaction mixture, and the mixture was stirred at room temperature for 2 hr. Water was added to the reaction mixture, and the mixture was extracted with ethyl acetate. The ethyl acetate layer was washed with saturated brine, dried (MgSO... The reactants are C(C=C)(=O)OC (methyl acrylate), C(C=C)(=O)O (acrylic acid). Solvent: CCCCCCCCCC(C)C (isododecane), CCCCCCCCCC(C)C (isododecane). The product is C(C=C)(=O)OC.C(C=C)(=O)O (methyl acrylate acrylic acid), polystyrene copoly(ethylene-propylene). As a reaction SMILES: [C:1]([O:5][CH3:6])(=[O:4])[CH:2]=[CH2:3].[C:7]([OH:11])(=[O:10])[CH:8]=[CH2:9]>CCCCCCCCCC(C)C>[C:1]([O:5][CH3:6])(=[O:4])[CH:2]=[CH2:3].[C:7]([OH:11])(=[O:10])[CH:8]=[CH2:9] |f:3.4|. Reported procedure: A dispersion of non-crosslinked copolymer of methyl acrylate and of acrylic acid in a 95/5 ratio, in isododecane, was prepared according to the method of Example 7 of document EP-A-749 747. A dispersion is thus obtained of particles of poly(methyl acrylate/acrylic acid) surface-stabilized in isododecane with a polystyrene/copoly(ethylene-propylene) diblock block copolymer sold under the name Kraton G1701 (Shell), with a solids content of 24.2% by weight, a mean particle size of 180 nm and a Tg o... The product is C1(CCCC1)NC(\C=C(\C)/N)=O (3-aminocrotonic cyclopentylamide). Procedure details: Acetoacetic cyclopentylamide (169.1 g, 1.00 mole) is dissolved in ethanol (100 ml) and thereto is passed ammonia gas, while the temperature is controlled below 30° C. by cooling with a water bath. After passing ammonia gas for about 3 hours, colorless crystals precipitate. The reaction mixture is allowed to stand at 0° C. overnight. The precipitates are separated by filtration and washed with diethyl ether to give the title compound (140.4 g, yield 85.6%) as colorless needles, m.p. 138°-139° C. The yield is 85.6%. The solvent is C(C)O (ethanol). The reactants are N (ammonia), C1(CCCC1)NC(CC(=O)C)=O (Acetoacetic cyclopentylamide), N (ammonia). Reaction conditions: time 8 hour. Reaction SMILES: [CH:1]1([NH:6][C:7](=[O:12])[CH2:8][C:9]([CH3:11])=O)[CH2:5][CH2:4][CH2:3][CH2:2]1.[NH3:13]>C(O)C>[CH:1]1([NH:6][C:7](=[O:12])/[CH:8]=[C:9](\[NH2:13])/[CH3:11])[CH2:5][CH2:4][CH2:3][CH2:2]1.